Task: describe an organic reaction: reactants, conditions, products, and yield. Dataset: the Open Reaction Database (ORD), a public repository of structured organic reaction records The reactants are ClN1C(CCC1=O)=O (N-chlorosuccinimide), CC1N(CCOC=2C1=C1C=CNC1=CC2)C(=O)OC(C)(C)C (tert-butyl 1-methyl-1,3,4,8-tetrahydro-2H-[1,4]oxazepino[6,7-e]indole-2-carboxylate), CC1N(CCOC=2C1=C1C=CNC1=CC2)C(=O)OC(C)(C)C (tert-butyl 1-methyl-1,3,4,8-tetrahydro-2H-[1,4]oxazepino[6,7-e]indole-2-carboxylate). Run in C1CCOC1 (THF). Run at time 8 hour. Yields the product ClC1=CNC2=CC=C3C(=C12)C(N(CCO3)C(=O)OC(C)(C)C)C (tert-Butyl 10-chloro-1-methyl-1,3,4,8-tetrahydro-2H-[1,4]oxazepino[6,7-e]indole-2-carboxylate). The yield is 52.5%. RXN SMILES: [Cl:1]N1C(=O)CCC1=O.[CH3:9][CH:10]1[C:16]2=[C:17]3[C:21](=[CH:22][CH:23]=[C:15]2[O:14][CH2:13][CH2:12][N:11]1[C:24]([O:26][C:27]([CH3:30])([CH3:29])[CH3:28])=[O:25])[NH:20][CH:19]=[CH:18]3>C1COCC1>[Cl:1][C:18]1[C:17]2[C:21](=[CH:22][CH:23]=[C:15]3[O:14][CH2:13][CH2:12][N:11]([C:24]([O:26][C:27]([CH3:29])([CH3:28])[CH3:30])=[O:25])[CH:10]([CH3:9])[C:16]3=2)[NH:20][CH:19]=1. Procedure: N-chlorosuccinimide (13 mg, 0.10 mmol) was added to a solution of tert-butyl 1-methyl-1,3,4,8-tetrahydro-2H-[1,4]oxazepino[6,7-e]indole-2-carboxylate (Intermediate 42, 0.030 g, 0.099 mmol) in THF (2 mL) and the reaction mixture was stirred at room temperature overnight. The solvent was evaporated and the crude material was purified by preparative HPLC (XTerra C18, 50 mM NH4HCO3 pH 10-CH3CN) to give the title compound (17.5 mg) as a white solid. MS m/z 337 [M+H]+. Reactants: C1(=CC=CC=C1)N1C=NC2=C(C1=O)SC=C2C2=CC=CC=C2 (3,7-Diphenylthieno[3,2-d]pyrimidin-4(3H)-one), NC1=C(SC=C1C1=CC=C(C=C1)F)C(=O)OC (methyl 3-amino-4-(4-fluorophenyl)thiophene-2-carboxylate), C(OCC)(OCC)OCC (triethyl orthoformate), ClC1=CC=C(N)C=C1 (4-chloroaniline). The solvent is C(C)(=O)O (acetic acid). The product is ClC1=CC=C(C=C1)N1C=NC2=C(C1=O)SC=C2C2=CC=C(C=C2)F (3-(4-Chlorophenyl)-7-(4-fluorophenyl)thieno[3,2-d]pyrimidin-4(3H)-one). Yield: 40.0%. As a reaction SMILES: [C:1]1([N:7]2[C:12](=O)C3SC=C(C4C=CC=CC=4)C=3N=C2)[CH:6]=[CH:5][CH:4]=[CH:3][CH:2]=1.[NH2:23][C:24]1[C:28]([C:29]2[CH:34]=[CH:33][C:32]([F:35])=[CH:31][CH:30]=2)=[CH:27][S:26][C:25]=1[C:36]([O:38]C)=O.C(OCC)(OCC)OCC.[Cl:50]C1C=CC(N)=CC=1>C(O)(=O)C>[Cl:50][C:4]1[CH:5]=[CH:6][C:1]([N:7]2[C:36](=[O:38])[C:25]3[S:26][CH:27]=[C:28]([C:29]4[CH:30]=[CH:31][C:32]([F:35])=[CH:33][CH:34]=4)[C:24]=3[N:23]=[CH:12]2)=[CH:2][CH:3]=1. Reported procedure: In the same manner as the synthesis of Compound 1, methyl 3-amino-4-(4-fluorophenyl)thiophene-2-carboxylate (80 mg, 0.32 mmol), triethyl orthoformate (2 ml), 4-chloroaniline (74.45 mg, 0.59 mmol), and acetic acid (0.08 ml) were used to give 46 mg (0.13 mmol, 40% yield) of the title compound. The reactants are C(C)OC(CO)CCCCCCCCCCCCCC (2-ethoxyhexadecanol), C1(=CC=C(C=C1)S(=O)(=O)Cl)C (p-toluenesulfonylchloride). The solvent is N1=CC=CC=C1 (pyridine). Product: C1(=CC=C(C=C1)S(=O)(=O)OCC(CCCCCCCCCCCCCC)OCC)C (2-Ethoxyhexadecyl p-toluenesulfonate), crude product. Reaction SMILES: [CH2:1]([O:3][CH:4]([CH2:7][CH2:8][CH2:9][CH2:10][CH2:11][CH2:12][CH2:13][CH2:14][CH2:15][CH2:16][CH2:17][CH2:18][CH2:19][CH3:20])[CH2:5][OH:6])[CH3:2].[C:21]1([CH3:31])[CH:26]=[CH:25][C:24]([S:27](Cl)(=[O:29])=[O:28])=[CH:23][CH:22]=1>N1C=CC=CC=1>[C:21]1([CH3:31])[CH:26]=[CH:25][C:24]([S:27]([O:6][CH2:5][CH:4]([O:3][CH2:1][CH3:2])[CH2:7][CH2:8][CH2:9][CH2:10][CH2:11][CH2:12][CH2:13][CH2:14][CH2:15][CH2:16][CH2:17][CH2:18][CH2:19][CH3:20])(=[O:29])=[O:28])=[CH:23][CH:22]=1. Reported procedure: 2-Ethoxyhexadecyl p-toluenesulfonate was prepared by treating 2-ethoxyhexadecanol (1.72 g) with p-toluenesulfonylchloride (1.5 g) in pyridine (2.3 ml) at room temperature over night. There was obtained 2.47 g of a crude product, which by thin layer chromatography was shown to contain very small amounts of impurities. Starting materials: NC1=CC(=C(OC2=C3C(=NC=C2)C=C(S3)C(=O)NC3CN(CC3)C(=O)OC(C)(C)C)C=C1)F (tert-Butyl 3-(7-(4-amino-2-fluorophenoxy)thieno[3,2-b]pyridine-2-carboxamido)pyrrolidine-1-carboxylate), C1(=CC=CC=C1)CC(=O)N=C=S (2-phenylacetyl isothiocyanate). Solvent: C1CCOC1 (THF), C(=O)(C(F)(F)F)O.C(Cl)Cl (TFA DCM). Reaction conditions: time 2 hour. Product: FC1=C(OC2=C3C(=NC=C2)C=C(S3)C(=O)NC3CNCC3)C=CC(=C1)NC(=S)NC(CC1=CC=CC=C1)=O (7-(2-Fluoro-4-(3-(2-phenylacetyl)thioureido)phenoxy)-N-(pyrrolidin-3-yl)thieno[3,2-b]pyridine-2-carboxamide). Yield: 17.3%. As a reaction SMILES: [NH2:1][C:2]1[CH:32]=[CH:31][C:5]([O:6][C:7]2[CH:12]=[CH:11][N:10]=[C:9]3[CH:13]=[C:14]([C:16]([NH:18][CH:19]4[CH2:23][CH2:22][N:21](C(OC(C)(C)C)=O)[CH2:20]4)=[O:17])[S:15][C:8]=23)=[C:4]([F:33])[CH:3]=1.[C:34]1([CH2:40][C:41]([N:43]=[C:44]=[S:45])=[O:42])[CH:39]=[CH:38][CH:37]=[CH:36][CH:35]=1>C1COCC1.C(O)(C(F)(F)F)=O.C(Cl)Cl>[F:33][C:4]1[CH:3]=[C:2]([NH:1][C:44]([NH:43][C:41](=[O:42])[CH2:40][C:34]2[CH:35]=[CH:36][CH:37]=[CH:38][CH:39]=2)=[S:45])[CH:32]=[CH:31][C:5]=1[O:6][C:7]1[CH:12]=[CH:11][N:10]=[C:9]2[CH:13]=[C:14]([C:16]([NH:18][CH:19]3[CH2:23][CH2:22][NH:21][CH2:20]3)=[O:17])[S:15][C:8]=12 |f:3.4|. Procedure: A solution of 290 (40 mg, 0.084 mmol) and 2-phenylacetyl isothiocyanate (22 mg, 0.126 mmol) in THF (2 mL) was stirred for 30 min. The solvent was removed under reduced pressure and the residue was purified by flash column chromatography (eluent EtOAc), to afford a solid material, which was dissolved in a mixture of TFA/DCM (0.5 mL/0.5 mL) and stirred at room temperature for 2 h. Solvents were removed under reduced pressure and the residue was purified by preparative HPLC (Aqusil C18, gradient el...